This data is from the Open Reaction Database (ORD), a public repository of structured organic reaction records. The task is: describe an organic reaction: reactants, conditions, products, and yield Product: CC(C)(C)OC(=O)N1CCCC(C(OCCN)c2cccc(Cl)c2)C1. RXN SMILES: [CH2:28]1[O:29][CH2:30][CH2:31][CH2:32]1.[CH3:26][OH:27].[Cl:1][c:2]1[cH:3][c:4]([CH:8]([CH:9]2[CH2:10][N:11]([C:15](=[O:16])[O:17][C:18]([CH3:19])([CH3:20])[CH3:21])[CH2:12][CH2:13][CH2:14]2)[O:22][CH2:23][C:24]#[N:25])[cH:5][cH:6][cH:7]1>>[Cl:1][c:2]1[cH:3][c:4]([CH:8]([CH:9]2[CH2:10][N:11]([C:15](=[O:16])[O:17][C:18]([CH3:19])([CH3:20])[CH3:21])[CH2:12][CH2:13][CH2:14]2)[O:22][CH2:23][CH2:24][NH2:25])[cH:5][cH:6][cH:7]1. Reactants: C1CCOC1, CO, CC(C)(C)OC(=O)N1CCCC(C(OCC#N)c2cccc(Cl)c2)C1. The reactants are CC(C#C)=O (3-butyn-2-one), ClC1=C(C=CC=C1)C1CC(CC(C1)=O)=O (5-(2-chlorophenyl)cyclohexane-1,3-dione), C(C)(=O)[O-].[NH4+] (ammonium acetate), CC(C#C)=O (3-butyn-2-one). The solvent is C(CCCC)O (1-pentanol). Yields the product ClC1=C(C=CC=C1)C1CC(C=2C(=CC(=NC2C1)C)C)=O (7-(2-chlorophenyl)-2,4-dimethyl-5,6,7,8-tetrahydroquinolin-5-one). Yield: 14.2%. RXN SMILES: [Cl:1][C:2]1[CH:7]=[CH:6][CH:5]=[CH:4][C:3]=1[CH:8]1[CH2:13][C:12](=[O:14])[CH2:11][C:10](=O)[CH2:9]1.[C:16]([O-])(=O)[CH3:17].[NH4+:20].[CH3:21][C:22](=O)[C:23]#C>C(O)CCCC>[Cl:1][C:2]1[CH:7]=[CH:6][CH:5]=[CH:4][C:3]=1[CH:8]1[CH2:9][C:10]2[N:20]=[C:22]([CH3:23])[CH:21]=[C:16]([CH3:17])[C:11]=2[C:12](=[O:14])[CH2:13]1 |f:1.2|. Procedure: A mixture of 5-(2-chlorophenyl)cyclohexane-1,3-dione (1.1 g) and ammonium acetate (1.1 g) in 1-pentanol (30 ml) was refluxed for 30 minutes. To the mixture was added 3-butyn-2-one (0.97 g), and the mixture was refluxed for 14.5 hours. To the mixture was added 3-butyn-2-one (0.49 g), and the mixture was refluxed for 5 hours. Under reduced pressure, the solvent was evaporated, and the residue was dissolved in ethyl acetate. The solution was washed with water and saturated brine, dried with magnesi... The reactants are CCCCOc1nc(N)c2nc(Br)n(Cc3ccc(O)cc3)c2n1, CCOC(=O)CBr, O=C([O-])[O-], [K+], [K+], CN(C)C=O. Yields the product CCCCOc1nc(N)c2nc(Br)n(Cc3ccc(OCC(=O)OCC)cc3)c2n1. As a reaction SMILES: [Br:1][c:2]1[n:3]([CH2:17][c:18]2[cH:19][cH:20][c:21]([OH:24])[cH:22][cH:23]2)[c:4]2[n:5][c:6]([O:12][CH2:13][CH2:14][CH2:15][CH3:16])[n:7][c:8]([NH2:11])[c:9]2[n:10]1.[Br:31][CH2:32][C:33](=[O:34])[O:35][CH2:36][CH3:37].[C:25](=[O:26])([O-:27])[O-:28].[K+:29].[K+:30].[O:38]=[CH:39][N:40]([CH3:41])[CH3:42]>>[Br:1][c:2]1[n:3]([CH2:17][c:18]2[cH:19][cH:20][c:21]([O:24][CH2:32][C:33](=[O:34])[O:35][CH2:36][CH3:37])[cH:22][cH:23]2)[c:4]2[n:5][c:6]([O:12][CH2:13][CH2:14][CH2:15][CH3:16])[n:7][c:8]([NH2:11])[c:9]2[n:10]1. The reactants are NC1=NN(C=C1C#N)C1=C(C(=CC=C1)N1C(C2=CC=C(C=C2C=N1)C(C)(C)C)=O)CO (3-amino-1-(3-(6-tert-butyl-1-oxophthalazin-2(1H)-yl)-2-(hydroxymethyl)phenyl)-1H-pyrazole-4-carbonitrile), BrC1=NC=CC=C1 (2-bromopyridine), CC(C)C1=CC(=C(C(=C1)C(C)C)C2=C(C=CC(=C2P(C3CCCCC3)C4CCCCC4)OC)OC)C(C)C (2-(DICYCLOHEXYLPHOSPHINO)-3,6-DIMETHOXY-2′-4′-6′-TRI-I-PROPYL-1,1′-BIPHENYL), C([O-])([O-])=O.[Cs+].[Cs+] (cesium carbonate). Reagents/catalysts: C=1C=CC(=CC1)/C=C/C(=O)/C=C/C2=CC=CC=C2.C=1C=CC(=CC1)/C=C/C(=O)/C=C/C2=CC=CC=C2.C=1C=CC(=CC1)/C=C/C(=O)/C=C/C2=CC=CC=C2.[Pd].[Pd] (Pd2(dba)3). Solvent: C(C)(C)(C)O (t-butanol), CCOC(=O)C (EtOAc). Run at time 5 minute. Product: C(C)(C)(C)C=1C=C2C=NN(C(C2=CC1)=O)C=1C(=C(C=CC1)N1N=C(C(=C1)C#N)NC1=NC=CC=C1)CO (1-[3-(6-tert-Butyl-1-oxo-1H-phthalazin-2-yl)-2-hydroxymethyl-phenyl]-3-(pyridin-2-ylamino)-1H-pyrazole-4-carbonitrile). Yield: 50.9%. Reaction SMILES: [NH2:1][C:2]1[C:6]([C:7]#[N:8])=[CH:5][N:4]([C:9]2[CH:14]=[CH:13][CH:12]=[C:11]([N:15]3[N:24]=[CH:23][C:22]4[C:17](=[CH:18][CH:19]=[C:20]([C:25]([CH3:28])([CH3:27])[CH3:26])[CH:21]=4)[C:16]3=[O:29])[C:10]=2[CH2:30][OH:31])[N:3]=1.Br[C:33]1[CH:38]=[CH:37][CH:36]=[CH:35][N:34]=1.CC(C1C=C(C(C)C)C(C2C(P(C3CCCCC3)C3CCCCC3)=C(OC)C=CC=2OC)=C(C(C)C)C=1)C.C(=O)([O-])[O-].[Cs+].[Cs+]>C(O)(C)(C)C.CCOC(C)=O.C1C=CC(/C=C/C(/C=C/C2C=CC=CC=2)=O)=CC=1.C1C=CC(/C=C/C(/C=C/C2C=CC=CC=2)=O)=CC=1.C1C=CC(/C=C/C(/C=C/C2C=CC=CC=2)=O)=CC=1.[Pd].[Pd]>[C:25]([C:20]1[CH:21]=[C:22]2[C:17](=[CH:18][CH:19]=1)[C:16](=[O:29])[N:15]([C:11]1[C:10]([CH2:30][OH:31])=[C:9]([N:4]3[CH:5]=[C:6]([C:7]#[N:8])[C:2]([NH:1][C:33]4[CH:38]=[CH:37][CH:36]=[CH:35][N:34]=4)=[N:3]3)[CH:14]=[CH:13][CH:12]=1)[N:24]=[CH:23]2)([CH3:26])([CH3:27])[CH3:28] |f:3.4.5,8.9.10.11.12|. Procedure: To a 5 mL microwave reaction vial were introduced 3-amino-1-(3-(6-tert-butyl-1-oxophthalazin-2(1H)-yl)-2-(hydroxymethyl)phenyl)-1H-pyrazole-4-carbonitrile (25 mg, 0.060 mmol), 2-bromopyridine (11 mg, 0.072 mmol), Pd2(dba)3 (3.9 mg, 0.004 mmol), 2-(DICYCLOHEXYLPHOSPHINO)-3,6-DIMETHOXY-2′-4′-6′-TRI-I-PROPYL-1,1′-BIPHENYL (Brett-Phos) (4.5 mg, 0.008 mmol), cesium carbonate (29.5 mg, 0.091 mmol) and suspended in t-butanol (0.609 mL). The reaction vessel was inerted three times by alternating vacuum ... The reactants are ice, ClC(=O)OCC (ethyl chloroformate), title compounds 123, COC(C(CC1=CC(=C(C=C1)O)O)(C)NNC(=O)OC(C)(C)C)=O (2-(N′-tert-Butoxycarbonyl-hydrazino)-3-(3,4-dihydroxy-phenyl)-2-methyl-propionic acid methyl ester), TEA. Run in ClCCl (dichloromethane). Conditions: temperature 0 celsius, time 30 minute. The product is COC(C(CC1=CC(=C(C=C1)OC(=O)OCC)O)(C)NN)=O (3-(4-Ethoxycarbonyloxy-3-hydroxy-phenyl)-2-hydrazino-2-methyl-propionic acid methyl ester). As a reaction SMILES: [CH3:1][O:2][C:3](=[O:24])[C:4]([NH:15][NH:16]C(OC(C)(C)C)=O)([CH3:14])[CH2:5][C:6]1[CH:11]=[CH:10][C:9]([OH:12])=[C:8]([OH:13])[CH:7]=1.Cl[C:26]([O:28][CH2:29][CH3:30])=[O:27]>ClCCl>[CH3:1][O:2][C:3](=[O:24])[C:4]([NH:15][NH2:16])([CH3:14])[CH2:5][C:6]1[CH:11]=[CH:10][C:9]([O:12][C:26]([O:28][CH2:29][CH3:30])=[O:27])=[C:8]([OH:13])[CH:7]=1. Procedure details: To an ice cold reaction mixture containing compound 108 (0.17 g, 0.5 mmol) and TEA (0.07 mL, 0.5 mmol) in dichloromethane (5 mL) was added ethyl chloroformate (0.025 mL, 0.5 mmol). The resulting mixture was stirred at 0° C. for 30 min and then at room temperature for 1. After concentration, the residue was partitioned with 10% citric acid and ethyl acetate. The organic phase was separated and dried over MgSO4. After removing the solvent under reduced pressure, the resulting residue was treated w... The reactants are FC=1C=C(C=CC1)CCC=1C(=NC=CC1)C#N (3-[2-(3-fluorophenyl)ethyl]-2-pyridine carbonitrile), CN1C(CCCC1)[Mg]Cl (N-methylpiperidyl magnesium chloride), C1CCOC1 (THF). Conditions: time 1 hour. Yields the product CN1CCC(CC1)C(=O)C1=NC=CC=C1CCC1=CC(=CC=C1)F ((1-Methyl-4-piperidinyl)[3-[2-(3-fluorophenyl)ethyl]-2-pyridinyl]methanone). Reaction SMILES: [F:1][C:2]1[CH:3]=[C:4]([CH2:8][CH2:9][C:10]2[C:11]([C:16]#N)=[N:12][CH:13]=[CH:14][CH:15]=2)[CH:5]=[CH:6][CH:7]=1.[CH3:18][N:19]1[CH2:24][CH2:23][CH2:22][CH2:21][CH:20]1[Mg]Cl.C1C[O:30]CC1>>[CH3:18][N:19]1[CH2:24][CH2:23][CH:22]([C:16]([C:11]2[C:10]([CH2:9][CH2:8][C:4]3[CH:5]=[CH:6][CH:7]=[C:2]([F:1])[CH:3]=3)=[CH:15][CH:14]=[CH:13][N:12]=2)=[O:30])[CH2:21][CH2:20]1. Procedure: To a solution of 3-[2-(3-fluorophenyl)ethyl]-2-pyridine carbonitrile (28.0 g, 0.123 mole) in 150 mL of dry THF is added 92 mL (1.48 moles/liter, 0.136 mole) of N-methylpiperidyl magnesium chloride over 10 minutes maintaining the temperature of 45°-50° C. The reaction is maintained at 40° C. to 50° C. for another 10 minutes and at ambient temperature for 45 minutes. The reaction is quenched to below pH 2 and aqueous hydrochloric acid and the resulting solution is stirred at 25° C. for 1 hour. The... The reactants are CC(C)(C)c1cc(N)no1, C1CCOC1, Cc1ccccc1, CCCC(NC(=O)OC(C)(C)C)C(=O)OC, Cl. Yields the product CCCC(NC(=O)OC(C)(C)C)C(=O)Nc1cc(C(C)(C)C)on1. Reaction SMILES: [C:2]([CH3:3])([CH3:4])([CH3:5])[c:6]1[cH:7][c:8]([NH2:11])[n:9][o:10]1.[CH2:35]1[O:36][CH2:37][CH2:38][CH2:39]1.[CH3:12][c:13]1[cH:14][cH:15][cH:16][cH:17][cH:18]1.[CH3:19][O:20][C:21]([CH:22]([CH2:23][CH2:24][CH3:25])[NH:26][C:27](=[O:28])[O:29][C:30]([CH3:31])([CH3:32])[CH3:33])=[O:34].[ClH:1]>>[C:2]([CH3:3])([CH3:4])([CH3:5])[c:6]1[cH:7][c:8]([NH:11][C:21](=[O:20])[CH:22]([CH2:23][CH2:24][CH3:25])[NH:26][C:27](=[O:28])[O:29][C:30]([CH3:31])([CH3:32])[CH3:33])[n:9][o:10]1. Reactants: Cc1ccc2c(c1)CC(=O)N2Cc1ccccc1, C1CCOC1, CS(=O)(=O)OCC(OS(C)(=O)=O)c1ccc2cnn(Cc3ccccc3)c2c1, [H-], [Na+]. RXN SMILES: [CH2:3]([c:4]1[cH:5][cH:6][cH:7][cH:8][cH:9]1)[N:10]1[C:11](=[O:20])[CH2:12][c:13]2[cH:14][c:15]([CH3:19])[cH:16][cH:17][c:18]21.[CH2:49]1[O:50][CH2:51][CH2:52][CH2:53]1.[CH3:21][S:22]([O:23][CH:26]([CH2:27][O:24][S:25]([CH3:28])(=[O:29])=[O:30])[c:33]1[cH:34][cH:35][c:36]2[cH:37][n:38][n:39]([CH2:42][c:43]3[cH:44][cH:45][cH:46][cH:47][cH:48]3)[c:40]2[cH:41]1)(=[O:31])=[O:32].[H-:2].[Na+:1]>>[CH2:3]([c:4]1[cH:5][cH:6][cH:7][cH:8][cH:9]1)[N:10]1[C:11](=[O:20])[C:12]2([c:13]3[cH:14][c:15]([CH3:19])[cH:16][cH:17][c:18]31)[CH:26]([c:33]1[cH:34][cH:35][c:36]3[cH:37][n:38][n:39]([CH2:42][c:43]4[cH:44][cH:45][cH:46][cH:47][cH:48]4)[c:40]3[cH:41]1)[CH2:27]2. Yields the product Cc1ccc2c(c1)C1(CC1c1ccc3cnn(Cc4ccccc4)c3c1)C(=O)N2Cc1ccccc1. Reactants: C(CCC)(=O)Cl (butyroylchloride), [Cl-].[Cl-].[Cl-].[Al+3] (aluminum trichloride), C1(=CC=CC2=CC=CC=C12)C1=NC=C2N1C=CC=C2 (3-naphthalen-1-yl-imidazo[1,5-a]pyridine). Solvent: ClCCl (dichloromethane), ClCCl (dichloromethane). Conditions: time 10 minute. Yields the product C1(=CC=CC2=CC=CC=C12)C1=NC(=C2N1C=CC=C2)C(CCC)=O (1-(3-naphthalen-1-yl-imidazo[1,5-a]pyridin-1-yl)-butan-1-one). Isolated yield 7.0%. As a reaction SMILES: [C:1](Cl)(=[O:5])[CH2:2][CH2:3][CH3:4].[Cl-].[Cl-].[Cl-].[Al+3].[C:11]1([C:21]2[N:25]3[CH:26]=[CH:27][CH:28]=[CH:29][C:24]3=[CH:23][N:22]=2)[C:20]2[C:15](=[CH:16][CH:17]=[CH:18][CH:19]=2)[CH:14]=[CH:13][CH:12]=1>ClCCl>[C:11]1([C:21]2[N:25]3[CH:26]=[CH:27][CH:28]=[CH:29][C:24]3=[C:23]([C:1](=[O:5])[CH2:2][CH2:3][CH3:4])[N:22]=2)[C:20]2[C:15](=[CH:16][CH:17]=[CH:18][CH:19]=2)[CH:14]=[CH:13][CH:12]=1 |f:1.2.3.4|. Reported procedure: To a solution of butyroylchloride (100 μL, 1.13 mmol) in dichloromethane (10 mL) was added aluminum trichloride (195 mg, 1.47 mmol). The mixture was allowed to stir for 10 min. then a solution of 3-naphthalen-1-yl-imidazo[1,5-a]pyridine (276 mg, 1.13 mmol) in dichloromethane (5 mL) was added. The mixture was stirred for 30 min. at ambient temperature then washed with saturated aqueous sodium bicarbonate and the organic layer was dried over anhydrous sodium sulfate and concentrated in vacuo. The ...